From a dataset of the Open Reaction Database (ORD), a public repository of structured organic reaction records. describe an organic reaction: reactants, conditions, products, and yield Starting materials: C(#N)C=1C=C(C(=O)OC)C=CC1 (Methyl 3-cyanobenzoate), ClC(C#N)(Cl)Cl (trichloroacetonitrile), [Br-].[Al+3].[Br-].[Br-] (aluminum bromide), Cl (hydrogen chloride). Reported procedure: Methyl 3-cyanobenzoate (70 pw) are mixed with trichloroacetonitrile (376 pw) and aluminum bromide (13.9 pw) as described in Example 1, step 2, hydrogen chloride gas is added, the mixture is allowed to react and the reaction product is separated. Recrystallization from ethanol gives 160 pw=82% of white crystals of methyl 3-(4,6-bis(trichloromethyl)-s-triazin-2-yl)benzoate. M.p.: 115 to 117° C. The product is white crystals, ClC(C1=NC(=NC(=N1)C(Cl)(Cl)Cl)C=1C=C(C(=O)OC)C=CC1)(Cl)Cl (methyl 3-(4,6-bis(trichloromethyl)-s-triazin-2-yl)benzoate). The yield is 82.0%. RXN SMILES: [C:1]([C:3]1[CH:4]=[C:5]([CH:10]=[CH:11][CH:12]=1)[C:6]([O:8][CH3:9])=[O:7])#[N:2].[Cl:13][C:14]([Cl:18])([Cl:17])[C:15]#[N:16].[Br-].[Al+3].[Br-].[Br-].[ClH:23]>>[Cl:13][C:14]([Cl:18])([Cl:17])[C:15]1[N:16]=[C:15]([C:14]([Cl:17])([Cl:13])[Cl:23])[N:16]=[C:1]([C:3]2[CH:4]=[C:5]([CH:10]=[CH:11][CH:12]=2)[C:6]([O:8][CH3:9])=[O:7])[N:2]=1 |f:2.3.4.5|. The reactants are C(C)(C)(C)OC(C(CC(C)C)N1CC2=C(CC(C1=O)NC(C(CCCCN1C(C=3C(C1=O)=CC=CC3)=O)SCC3=CC=C(C=C3)OC)=O)C=CC=C2)=O (2-(4-(2-(p-methoxybenzylthio)-6-phthalimidohexanoyl-amino)-3-oxo-1,3,4,5-tetrahydro-benzo[c]azepin-2-yl)-4-methyl-valeric acid t-butyl ester), C1(=CC=CC=C1)OC (anisole), C(Cl)(Cl)(Cl)Cl (carbon tetrachloride). Reagents/catalysts: C(C)(=O)[O-].[Hg+2].C(C)(=O)[O-] (mercury (II) acetate). The solvent is ClCCl (dichloromethane). Reaction conditions: time 1 hour. The product is SC(C(=O)NC1CC2=C(CN(C1=O)C(C(=O)O)CC(C)C)C=CC=C2)CCCCN2C(C=1C(C2=O)=CC=CC1)=O (2-(4-(2-mercapto-6-phthalimidohexanoyl-amino)-3-oxo-1,3,4,5-tetrahydro-benzo[c]azepin-2-yl)-4-methyl-valeric acid). Reaction SMILES: C([O:5][C:6](=[O:53])[CH:7]([N:12]1[C:18](=[O:19])[CH:17]([NH:20][C:21](=[O:48])[CH:22]([S:38]CC2C=CC(OC)=CC=2)[CH2:23][CH2:24][CH2:25][CH2:26][N:27]2[C:31](=[O:32])[C:30]3=[CH:33][CH:34]=[CH:35][CH:36]=[C:29]3[C:28]2=[O:37])[CH2:16][C:15]2[CH:49]=[CH:50][CH:51]=[CH:52][C:14]=2[CH2:13]1)[CH2:8][CH:9]([CH3:11])[CH3:10])(C)(C)C.C1(OC)C=CC=CC=1.C(Cl)(Cl)(Cl)Cl>ClCCl.C([O-])(=O)C.[Hg+2].C([O-])(=O)C>[SH:38][CH:22]([CH2:23][CH2:24][CH2:25][CH2:26][N:27]1[C:28](=[O:37])[C:29]2=[CH:36][CH:35]=[CH:34][CH:33]=[C:30]2[C:31]1=[O:32])[C:21]([NH:20][CH:17]1[C:18](=[O:19])[N:12]([CH:7]([CH2:8][CH:9]([CH3:11])[CH3:10])[C:6]([OH:53])=[O:5])[CH2:13][C:14]2[CH:52]=[CH:51][CH:50]=[CH:49][C:15]=2[CH2:16]1)=[O:48] |f:4.5.6|. Procedure: Combine 2-(4-(2-(p-methoxybenzylthio)-6-phthalimidohexanoyl-amino)-3-oxo-1,3,4,5-tetrahydro-benzo[c]azepin-2-yl)-4-methyl-valeric acid t-butyl ester (0.20 mmol), mercury (II) acetate (0.084 g, 0.26 mmol), and anisole (0.23 mL, 2.1 mmol) in dichloromethane (6.6 mL). Cool in an ice bath and degas by repeatedly cycles of vacuum and filling the vessel with nitrogen gas. Add trifluoroacetic acid (2.5 mL). After 1 hour, warm to ambient temperature. After 3 hours, purge with hydrogen sulfide (gas) for ... Reactants: [OH-].[Na+] (NaOH), COC([C@H]1N(CCC1)C[C@H](CSC(C1=CC=CC=C1)(C1=CC=CC=C1)C1=CC=CC=C1)NC(=O)OC(C)(C)C)=O ([2(R)-(t-butyloxycarbonyl)amino-3-triphenylmethylmercaptopropyl]-L-proline methyl ester), Cl (HCl). Run in CO (MeOH). Reaction conditions: time 24 hour. Product: C(C)(C)(C)OC(=O)N[C@H](CN1[C@H](C(=O)O)CCC1)CSC(C1=CC=CC=C1)(C1=CC=CC=C1)C1=CC=CC=C1 ([2(R)-(t-butoxycarbonyl)amino-3-triphenylmethylmercaptopropyl]-L-proline). RXN SMILES: C[O:2][C:3](=[O:40])[C@@H:4]1[CH2:8][CH2:7][CH2:6][N:5]1[CH2:9][C@@H:10]([NH:32][C:33]([O:35][C:36]([CH3:39])([CH3:38])[CH3:37])=[O:34])[CH2:11][S:12][C:13]([C:26]1[CH:31]=[CH:30][CH:29]=[CH:28][CH:27]=1)([C:20]1[CH:25]=[CH:24][CH:23]=[CH:22][CH:21]=1)[C:14]1[CH:19]=[CH:18][CH:17]=[CH:16][CH:15]=1.[OH-].[Na+].Cl>CO>[C:36]([O:35][C:33]([NH:32][C@@H:10]([CH2:11][S:12][C:13]([C:14]1[CH:19]=[CH:18][CH:17]=[CH:16][CH:15]=1)([C:26]1[CH:31]=[CH:30][CH:29]=[CH:28][CH:27]=1)[C:20]1[CH:21]=[CH:22][CH:23]=[CH:24][CH:25]=1)[CH2:9][N:5]1[CH2:6][CH2:7][CH2:8][C@H:4]1[C:3]([OH:40])=[O:2])=[O:34])([CH3:39])([CH3:37])[CH3:38] |f:1.2|. Procedure: [2(R)-(t-butyloxycarbonyl)amino-3-triphenylmethylmercaptopropyl]-L-proline methyl ester (0.325 g, 0.58 mmol) was dissolved in MeOH (12 mL) and 1N NaOH solution (2.3 mL, 2.3 mmol) with stirring at ambient temperature. After 24 hrs, the reaction mixture was concentrated to remove MeOH, then dissolved in H2O, neutralized with 1N HCl (2.3 mL, 2.3 mmol), and extracted with EtOAc (3×10 mL). The organics were combined, washed with brine and dried (Na2SO4). Filtration and concentration to dryness provid... Reactants: B(=O)O[O-].[Na+] (sodium perborate), O (Water), CSSC (Dimethyl disulfide), O (water), C(CCC)[Li] (n-Butyllithium), CCCCCC (hexane), BrC=1C=C2C(C(NC2=CC1)=O)(C)C (5-Bromo-3,3-dimethyl-1,3-dihydro-2H-indol-2-one), CN(CCN(C)C)C (tetramethylethylenediamine). The solvent is O1CCCC1 (tetrahydrofuran). Conditions: temperature -75 celsius, time 40 minute. The product is CC1(C(NC2=CC=C(C=C12)S(=O)(=O)C)=O)C (3,3-dimethyl-5-methanesulfonyl-1,3-dihydro-2H-indol-2-one). RXN SMILES: Br[C:2]1[CH:3]=[C:4]2[C:8](=[CH:9][CH:10]=1)[NH:7][C:6](=[O:11])[C:5]2([CH3:13])[CH3:12].CN(C)CCN(C)C.C([Li])CCC.CCCCCC.CS[S:35][CH3:36].B(O[O-])=[O:38].[Na+].[OH2:42]>O1CCCC1>[CH3:12][C:5]1([CH3:13])[C:4]2[C:8](=[CH:9][CH:10]=[C:2]([S:35]([CH3:36])(=[O:38])=[O:42])[CH:3]=2)[NH:7][C:6]1=[O:11] |f:5.6|. Reported procedure: 5-Bromo-3,3-dimethyl-1,3-dihydro-2H-indol-2-one (2 g, 8.3 mmol) was dissolved in freshly distilled tetrahydrofuran with tetramethylethylenediamine (2 g, 17.2 mmol) and was cooled to -75° C. under nitrogen. n-Butyllithium in hexane (2.5M, 8 ml, 20 mmol) was added and the mixture was stirred at -75° C. for 40 minutes. Dimethyl disulfide (1 g, 10.6 mmol) was added and the mixture was allowed to warm to room temperature. Water (5 ml) was added and the mixture was concentrated under reduced pressure,...